This data is from the Open Reaction Database (ORD), a public repository of structured organic reaction records. The task is: describe an organic reaction: reactants, conditions, products, and yield Starting materials: C[Al](C)C, CC(C)N, Cc1onc(-c2ccccc2)c1CCc1ccc(C(=O)O)cn1, C1COCCO1. The product is Cc1onc(-c2ccccc2)c1CCc1ccc(C(=O)NC(C)C)cn1. RXN SMILES: [CH3:1][Al:2]([CH3:3])[CH3:4].[CH3:5][CH:6]([CH3:7])[NH2:8].[CH3:9][c:10]1[c:11]([CH2:21][CH2:22][c:23]2[n:24][cH:25][c:26]([C:27](=[O:28])[OH:29])[cH:30][cH:31]2)[c:12](-[c:15]2[cH:16][cH:17][cH:18][cH:19][cH:20]2)[n:13][o:14]1.[O:32]1[CH2:33][CH2:34][O:35][CH2:36][CH2:37]1>>[CH3:5][CH:6]([CH3:7])[NH:8][C:27]([c:26]1[cH:25][n:24][c:23]([CH2:22][CH2:21][c:11]2[c:10]([CH3:9])[o:14][n:13][c:12]2-[c:15]2[cH:16][cH:17][cH:18][cH:19][cH:20]2)[cH:31][cH:30]1)=[O:28]. The reactants are CCCC[N+](CCCC)(CCCC)CCCC.[F-] (TBAF), BrC=1C=C(C(=NC1)NC=1SC=C(N1)CCC#N)OC1=CC=CC=C1 (3-(2-(5-bromo-3-phenoxypyridin-2-ylamino)thiazol-4-yl)propanenitrile), [Si](C)(C)(C)N=[N+]=[N-] (TMSN3). The solvent is C(Cl)Cl (CH2Cl2). Run at temperature 120 celsius. Yields the product N1N=NN=C1CCC=1N=C(SC1)NC1=NC=C(C=C1OC1=CC=CC=C1)Br (4-(2-(1H-tetrazol-5-yl)ethyl)-N-(5-bromo-3-phenoxypyridin-2-yl)thiazol-2-amine). The yield is 57.8%. RXN SMILES: CCCC[N+](CCCC)(CCCC)CCCC.[F-].[Br:19][C:20]1[CH:21]=[C:22]([O:36][C:37]2[CH:42]=[CH:41][CH:40]=[CH:39][CH:38]=2)[C:23]([NH:26][C:27]2[S:28][CH:29]=[C:30]([CH2:32][CH2:33][C:34]#[N:35])[N:31]=2)=[N:24][CH:25]=1.[Si]([N:47]=[N+:48]=[N-:49])(C)(C)C>C(Cl)Cl>[NH:47]1[C:34]([CH2:33][CH2:32][C:30]2[N:31]=[C:27]([NH:26][C:23]3[C:22]([O:36][C:37]4[CH:42]=[CH:41][CH:40]=[CH:39][CH:38]=4)=[CH:21][C:20]([Br:19])=[CH:25][N:24]=3)[S:28][CH:29]=2)=[N:35][N:49]=[N:48]1 |f:0.1|. Procedure: To a nitrogen purged vial was added TBAF (0.249 mL, 0.249 mmol), 3-(2-(5-bromo-3-phenoxypyridin-2-ylamino)thiazol-4-yl)propanenitrile (0.200 g, 0.498 mmol) (Example 320), and TMSN3 (0.0992 mL, 0.748 mmol) were added, and the reaction was stirred at 120° C. for 24 Hr. The crude reaction mixture was dissolved in CH2Cl2 and washed with aqueous sodium bicarbonate solution. The organic layer was concentrated to a residue that was purified on silica gel by eluting with 7% MeOH/CH2Cl2 and further purif... The reactants are F[B-](F)(F)F, C1CCOC1, Cc1cc(C(=O)O)ccc1N1CCOCC1=O, CCN(C(C)C)C(C)C, CCC(N)c1nc2cc(Cl)ccc2[nH]1, CN(C)C(On1nnc2ccccc21)=[N+](C)C. Product: CCC(NC(=O)c1ccc(N2CCOCC2=O)c(C)c1)c1nc2cc(Cl)ccc2[nH]1. RXN SMILES: [B-:32]([F:33])([F:34])([F:35])[F:36].[CH2:63]1[O:64][CH2:65][CH2:66][CH2:67]1.[CH3:1][c:2]1[cH:3][c:4]([C:5](=[O:6])[OH:7])[cH:8][cH:9][c:10]1[N:11]1[C:12](=[O:17])[CH2:13][O:14][CH2:15][CH2:16]1.[CH:54]([N:55]([CH2:56][CH3:57])[CH:58]([CH3:59])[CH3:60])([CH3:61])[CH3:62].[Cl:18][c:19]1[cH:20][c:21]2[c:22]([nH:23][c:24]([CH:26]([CH2:27][CH3:28])[NH2:29])[n:25]2)[cH:30][cH:31]1.[n:37]1([O:38][C:39]([N:40]([CH3:41])[CH3:42])=[N+:43]([CH3:44])[CH3:45])[c:46]2[cH:47][cH:48][cH:49][cH:50][c:51]2[n:52][n:53]1>>[CH3:1][c:2]1[cH:3][c:4]([C:5](=[O:7])[NH:29][CH:26]([c:24]2[nH:23][c:22]3[c:21]([cH:20][c:19]([Cl:18])[cH:31][cH:30]3)[n:25]2)[CH2:27][CH3:28])[cH:8][cH:9][c:10]1[N:11]1[C:12](=[O:17])[CH2:13][O:14][CH2:15][CH2:16]1. Reactants: COC(C=1C(C(=O)OC)=C(C=CC1)OCC1=C(C2=C(S1)C=CC=C2)Cl)=O (3-(3-chloro-benzo[b]thiophen-2-ylmethoxy)-phthalic acid dimethyl ester), alcohol. Solvent: [OH-].[Na+] (sodium hydroxide). Product: ClC=1C2=C(SC1COC1=C(C(C(=O)O)=CC=C1)C(=O)O)C=CC=C2 (3-(3-chloro-benzo[b]thiophen-2-ylmethoxy)-phthalic acid). Yield: 91.9%. RXN SMILES: C[O:2][C:3](=[O:26])[C:4]1[C:5](=[C:10]([O:14][CH2:15][C:16]2[S:20][C:19]3[CH:21]=[CH:22][CH:23]=[CH:24][C:18]=3[C:17]=2[Cl:25])[CH:11]=[CH:12][CH:13]=1)[C:6]([O:8]C)=[O:7]>[OH-].[Na+]>[Cl:25][C:17]1[C:18]2[CH:24]=[CH:23][CH:22]=[CH:21][C:19]=2[S:20][C:16]=1[CH2:15][O:14][C:10]1[CH:11]=[CH:12][CH:13]=[C:4]([C:3]([OH:26])=[O:2])[C:5]=1[C:6]([OH:8])=[O:7] |f:1.2|. Procedure details: A solution of 3-(3-chloro-benzo[b]thiophen-2-ylmethoxy)-phthalic acid dimethyl ester (1.9 g, 4.8 mmol) in reagent alcohol (120 mL) and 3 N sodium hydroxide (60 mL) was refluxed for two hours. The solution was evaporated and the residue was dissolved in water (100 mL) and washed with methylene chloride (3×100 mL) then acidified to pH around 4. The resulting mixture was extracted with ethyl acetate (2×100 mL) and the combined organic layers was washed with water (2×100 mL), dried and concentrated ... Starting materials: ClCCl, CC(C)(C)OC(=O)N1CC=C(c2cnc(N)c(-c3nnnn3-c3cccc(F)c3F)c2)CCC1. Product: Nc1ncc(C2=CCNCCC2)cc1-c1nnnn1-c1cccc(F)c1F. RXN SMILES: [Cl:35][CH2:36][Cl:37].[NH2:1][c:2]1[c:3](-[c:22]2[n:23][n:24][n:25][n:26]2-[c:27]2[c:28]([F:34])[c:29]([F:33])[cH:30][cH:31][cH:32]2)[cH:4][c:5]([C:8]2=[CH:14][CH2:13][N:12]([C:15]([O:16][C:17]([CH3:18])([CH3:19])[CH3:20])=[O:21])[CH2:11][CH2:10][CH2:9]2)[cH:6][n:7]1>>[NH2:1][c:2]1[c:3](-[c:22]2[n:23][n:24][n:25][n:26]2-[c:27]2[c:28]([F:34])[c:29]([F:33])[cH:30][cH:31][cH:32]2)[cH:4][c:5]([C:8]2=[CH:14][CH2:13][NH:12][CH2:11][CH2:10][CH2:9]2)[cH:6][n:7]1. Starting materials: Cc1cc(-c2ccc(C(F)(F)F)cc2)nc(-c2cccc(-c3ccc(S(=O)(=O)NC(C)(C)C)s3)c2)n1, ClCCl, O=C(O)C(F)(F)F. Yields the product Cc1cc(-c2ccc(C(F)(F)F)cc2)nc(-c2cccc(-c3ccc(S(N)(=O)=O)s3)c2)n1. As a reaction SMILES: [C:1]([CH3:2])([CH3:3])([CH3:4])[NH:5][S:6](=[O:7])(=[O:8])[c:9]1[s:10][c:11](-[c:14]2[cH:15][c:16](-[c:20]3[n:21][c:22](-[c:27]4[cH:28][cH:29][c:30]([C:33]([F:34])([F:35])[F:36])[cH:31][cH:32]4)[cH:23][c:24]([CH3:26])[n:25]3)[cH:17][cH:18][cH:19]2)[cH:12][cH:13]1.[Cl:44][CH2:45][Cl:46].[F:37][C:38]([F:39])([F:40])[C:41]([OH:42])=[O:43]>>[NH2:5][S:6](=[O:7])(=[O:8])[c:9]1[s:10][c:11](-[c:14]2[cH:15][c:16](-[c:20]3[n:21][c:22](-[c:27]4[cH:28][cH:29][c:30]([C:33]([F:34])([F:35])[F:36])[cH:31][cH:32]4)[cH:23][c:24]([CH3:26])[n:25]3)[cH:17][cH:18][cH:19]2)[cH:12][cH:13]1. Starting materials: CN(Cc1c[nH]c(Br)c1)C(=O)OC(C)(C)C, C1COCCOCCOCCOCCO1, Cc1ccc(S(=O)(=O)Cl)cn1, [H-], [Na+], C1CCOC1, O. Product: Cc1ccc(S(=O)(=O)n2cc(CN(C)C(=O)OC(C)(C)C)cc2Br)cn1. As a reaction SMILES: [Br:1][c:2]1[cH:3][c:4]([CH2:7][N:8]([C:9]([O:10][C:11]([CH3:12])([CH3:13])[CH3:14])=[O:15])[CH3:16])[cH:5][nH:6]1.[CH2:19]1[O:20][CH2:21][CH2:22][O:23][CH2:24][CH2:25][O:26][CH2:27][CH2:28][O:29][CH2:30][CH2:31][O:32][CH2:33]1.[CH3:34][c:35]1[cH:36][cH:37][c:38]([S:41](=[O:42])(=[O:43])[Cl:44])[cH:39][n:40]1.[H-:17].[Na+:18].[O:45]1[CH2:46][CH2:47][CH2:48][CH2:49]1.[OH2:50]>>[Br:1][c:2]1[cH:3][c:4]([CH2:7][N:8]([C:9]([O:10][C:11]([CH3:12])([CH3:13])[CH3:14])=[O:15])[CH3:16])[cH:5][n:6]1[S:41]([c:38]1[cH:37][cH:36][c:35]([CH3:34])[n:40][cH:39]1)(=[O:42])=[O:43]. The reactants are CCOCC (ether), COC=1C=C(C=C(C1)C)O (3-methoxy-5-methylphenol), N12CCN(CC1)CC2 (1,4-diazabicyclo[2.2.2]octane), CN(C(=S)Cl)C (dimethylthiocarbamoyl chloride). Solvent: CN(C)C=O (DMF). Run at time 8 hour. The product is CN(C(OC1=CC(=CC(=C1)C)OC)=S)C (O-3-methoxy-5-methylphenyl dimethylcarbamothioate). Yield: 91.5%. Reaction SMILES: [CH3:1][O:2][C:3]1[CH:4]=[C:5]([OH:10])[CH:6]=[C:7]([CH3:9])[CH:8]=1.N12CCN(CC1)CC2.[CH3:19][N:20]([CH3:24])[C:21](Cl)=[S:22].CCOCC>CN(C=O)C>[CH3:19][N:20]([CH3:24])[C:21](=[S:22])[O:10][C:5]1[CH:6]=[C:7]([CH3:9])[CH:8]=[C:3]([O:2][CH3:1])[CH:4]=1. Reported procedure: To a mixture of 3-methoxy-5-methylphenol (7) (3.39 g, 24.5 mmol) and 1,4-diazabicyclo[2.2.2]octane (5.50 g, 49.0 mmol) in DMF (20 mL) was added dimethylthiocarbamoyl chloride (8) (6.06 g, 49.0 mmol) portionwise. The reaction mixture was stirred at room temperature overnight and 500 mL of ether was added. The organics were washed with water (150 mL), brine (2×50 mL), dried (Na2SO4), and concentrated. Purification by chromatography on silica gel (Hexanes/EtOAc, 4:1) gave O-3-methoxy-5-methylphenyl...